Dataset: the Open Reaction Database (ORD), a public repository of structured organic reaction records. Task: describe an organic reaction: reactants, conditions, products, and yield The reactants are C1(CCCCCC1)Br (Cycloheptyl bromide), N1C=NC=C1 (imidazole), C([O-])(O)=O.[Na+] (sodium bicarbonate). The solvent is CO (methanol). The product is C1(CCCCCC1)N1C=NC=C1 (1-Cycloheptylimidazole). As a reaction SMILES: [CH:1]1(Br)[CH2:7][CH2:6][CH2:5][CH2:4][CH2:3][CH2:2]1.[NH:9]1[CH:13]=[CH:12][N:11]=[CH:10]1.C(=O)(O)[O-].[Na+]>CO>[CH:1]1([N:9]2[CH:13]=[CH:12][N:11]=[CH:10]2)[CH2:7][CH2:6][CH2:5][CH2:4][CH2:3][CH2:2]1 |f:2.3|. Procedure: Cycloheptyl bromide (10.0 g, 0.0565 mole) was added dropwise to a refluxing mixture of imidazole (385 g, 0.0565 mole) and sodium bicarbonate (4.75 g, 0.0565 mole) im methanol (100 ml). After addition was complete the mixture was heated under reflux for a further 24 hours. The reactants are OC1=C(C=O)C=CC(=C1O)[N+](=O)[O-] (2,3-dihydroxy-4-nitrobenzaldehyde), BrCCl (bromochloromethane), C([O-])([O-])=O.[Cs+].[Cs+] (cesium carbonate), Cl (hydrochloric acid). Run in CN(C)C=O (DMF). Yields the product [N+](=O)([O-])C1=CC=C(C2=C1OCO2)C=O (7-nitro-benzo[1,3]dioxole-4-carbaldehyde). Reaction SMILES: [OH:1][C:2]1[C:9]([OH:10])=[C:8]([N+:11]([O-:13])=[O:12])[CH:7]=[CH:6][C:3]=1[CH:4]=[O:5].Br[CH2:15]Cl.C(=O)([O-])[O-].[Cs+].[Cs+].Cl>CN(C=O)C>[N+:11]([C:8]1[C:9]2[O:10][CH2:15][O:1][C:2]=2[C:3]([CH:4]=[O:5])=[CH:6][CH:7]=1)([O-:13])=[O:12] |f:2.3.4|. Reported procedure: 14.2 g of 2,3-dihydroxy-4-nitrobenzaldehyde in 1000 ml of DMF is stirred with 57.6 ml of bromochloromethane and 50.6 g of cesium carbonate at 100° C. for 7 hours. The batch is added to 1 N hydrochloric acid and extracted with ethyl acetate. The organic phase is washed several times with water and brine, dried with sodium sulfate and concentrated by evaporation in a vacuum. The brown solid that is obtained is purified by column chromatography (silica gel, hexane/ethyl acetate 100:0->60:40). 7.4 g... Starting materials: ice, C(CCC)C1=NCC(N1)=O (2-n-Butyl-3,5-dihydroimidazol-4-one), O=P(Cl)(Cl)Cl (POCl3), [OH-].[Na+] (sodium hydroxide). Conditions: temperature 100 celsius. The product is C(CCC)C=1NC(=CN1)Cl (2-n-butyl-5-chlor-1H-imidazole). As a reaction SMILES: [CH2:1]([C:5]1[NH:9][C:8](=O)[CH2:7][N:6]=1)[CH2:2][CH2:3][CH3:4].[OH-].[Na+].O=P(Cl)(Cl)[Cl:15]>>[CH2:1]([C:5]1[NH:9][C:8]([Cl:15])=[CH:7][N:6]=1)[CH2:2][CH2:3][CH3:4] |f:1.2|. Reported procedure: 2-n-Butyl-3,5-dihydroimidazol-4-one (14.02 g, 0.1 mol) was added in portions for 15 minutes to POCl3 (50 ml) at 95° C. The solution was heated for 2 hours at 100° C., cooled and poured on 400 g of ice. The mixture was adjusted to pH 7 with 255 ml of 30 percent sodium hydroxide solution and extracted three times with 500 ml of ethyl acetate each. The combined organic phases were dried with MgSO4, filtered and concentrated by evaporation on a Rotavapor. After purification of the residue by column ...